This data is from the Open Reaction Database (ORD), a public repository of structured organic reaction records. The task is: describe an organic reaction: reactants, conditions, products, and yield Reactants: COCCBr, CC#N, [K+], [K+], O=C([O-])[O-], OB(O)c1ccc(S)cc1. Yields the product COCCSc1ccc(B(O)O)cc1. As a reaction SMILES: [Br:11][CH2:12][CH2:13][O:14][CH3:15].[CH3:22][C:23]#[N:24].[K+:16].[K+:17].[O-:18][C:19]([O-:20])=[O:21].[SH:1][c:2]1[cH:3][cH:4][c:5]([B:8]([OH:9])[OH:10])[cH:6][cH:7]1>>[S:1]([c:2]1[cH:3][cH:4][c:5]([B:8]([OH:9])[OH:10])[cH:6][cH:7]1)[CH2:12][CH2:13][O:14][CH3:15]. The reactants are BrCC(OCC)OCC (2-bromo-1,1-diethoxyethane), N1=C(C=CC=C1)CN (2-picolylamine). Yields the product C(C)OC(CNCC1=NC=CC=C1)OCC (2,2-diethoxy-N-(pyridin-2-ylmethyl)ethanamine). The yield is 65.9%. RXN SMILES: Br[CH2:2][CH:3]([O:7][CH2:8][CH3:9])[O:4][CH2:5][CH3:6].[N:10]1[CH:15]=[CH:14][CH:13]=[CH:12][C:11]=1[CH2:16][NH2:17]>>[CH2:5]([O:4][CH:3]([O:7][CH2:8][CH3:9])[CH2:2][NH:17][CH2:16][C:11]1[CH:12]=[CH:13][CH:14]=[CH:15][N:10]=1)[CH3:6]. Procedure: According to the procedure described in the synthesis method of Compound IX-1, 2-bromo-1,1-diethoxyethane (34.6 ml, 230 mmol) was reacted with 2-picolylamine (50 g, 460 mmol) and the obtained residue was purified by silica gel column chromatography (eluent: ethyl acetate:ethanol=10:1) to obtain the title compound (34.0 g, 65%) Reactants: ClC=1C(OC(C1C1=CC=CC=C1)=O)=O (3-chloro-4-phenylfuran-2,5-dione), NCC1=CC=C(C(=O)OC)C=C1 (methyl 4-(aminomethyl)benzoate). Solvent: C(C)(=O)O (acetic acid). Product: ClC=1C(N(C(C1C1=CC=CC=C1)=O)CC1=CC=C(C(=O)OC)C=C1)=O (Methyl 4-[(3-chloro-2,5-dioxo-4-phenyl-2,5-dihydro-1H-pyrrol-1-yl)methyl]benzoate). Reaction SMILES: [Cl:1][C:2]1[C:3](=[O:14])O[C:5](=[O:13])[C:6]=1[C:7]1[CH:12]=[CH:11][CH:10]=[CH:9][CH:8]=1.[NH2:15][CH2:16][C:17]1[CH:26]=[CH:25][C:20]([C:21]([O:23][CH3:24])=[O:22])=[CH:19][CH:18]=1>C(O)(=O)C>[Cl:1][C:2]1[C:3](=[O:14])[N:15]([CH2:16][C:17]2[CH:18]=[CH:19][C:20]([C:21]([O:23][CH3:24])=[O:22])=[CH:25][CH:26]=2)[C:5](=[O:13])[C:6]=1[C:7]1[CH:8]=[CH:9][CH:10]=[CH:11][CH:12]=1. Procedure: A solution of 3-chloro-4-phenylfuran-2,5-dione (0.24 mmol, 50 mg) and methyl 4-(aminomethyl)benzoate (0.24 mmol, 40 mg) in glacial acetic acid (1 mL) was heated in a microwave reactor at 120° C. for two min. After cooling, the solvent was evaporated at reduced pressure. The crude product was used without purification. The reactants are COCCOC, O=C([O-])C(Cl)(Cl)Cl, [Na+], CCOC(=O)C=COc1ccccc1. Product: CCOC(=O)C1C(Oc2ccccc2)C1(Cl)Cl. RXN SMILES: [CH3:23][O:24][CH2:25][CH2:26][O:27][CH3:28].[Cl:1][C:2]([Cl:3])([C:4]([O-:5])=[O:7])[Cl:6].[Na+:8].[O:9]([c:10]1[cH:11][cH:12][cH:13][cH:14][cH:15]1)[CH:16]=[CH:17][C:18](=[O:19])[O:20][CH2:21][CH3:22]>>[Cl:1][C:2]1([Cl:6])[CH:16]([O:9][c:10]2[cH:11][cH:12][cH:13][cH:14][cH:15]2)[CH:17]1[C:18](=[O:19])[O:20][CH2:21][CH3:22]. Starting materials: CCCCCC (hexane), C(CCCCC)OC1=CC=C(C=C1)Br (4-hexyloxybromobenzene), C(CCC)[Li] (butyllithium). The solvent is C1=CC=CC=C1 (benzene). Yields the product C(CCCCC)OC1=CC=C(C=C1)[Li] (4-hexyloxyphenyllithium). As a reaction SMILES: [CH2:1]([O:7][C:8]1[CH:13]=[CH:12][C:11](Br)=[CH:10][CH:9]=1)[CH2:2][CH2:3][CH2:4][CH2:5][CH3:6].CCCCCC.C([Li:25])CCC>C1C=CC=CC=1>[CH2:1]([O:7][C:8]1[CH:13]=[CH:12][C:11]([Li:25])=[CH:10][CH:9]=1)[CH2:2][CH2:3][CH2:4][CH2:5][CH3:6]. Reported procedure: 24.0g (0.093mol) of 4-hexyloxybromobenzene was dissolved in 30ml of benzene and stirred at room temperature in a stream of nitrogen. To the resulting solution was added drop-wise 50ml of hexane solution including 15% of butyllithium was added drop-wise for 30 minutes and the solution was maintained under stirring for 2 hours. The produced precipitate gathered by filtration in a stream of nitrogen was dried under reduced pressure to yield 11.1g of 4-hexyloxyphenyllithium. Starting materials: [N-]=[N+]=[N-].[Na+] (NaN3), C(C(C)C)(=O)NC=1N=C(C=2N=CN([C@H]3C[C@H](OCSC)[C@@H](CO[Si](C)(C)C(C)(C)C)O3)C2N1)OC(N(C1=CC=CC=C1)C1=CC=CC=C1)=O (N2-isobutyryl-O6-diphenylcarbamoyl-3′-O-(methylthiomethyl)-5′-O-(tert-butyldimethylsilyl)-2′-deoxyguanosine), C1=CCCCC1 (cyclohexene), SO2Cl2, [NH4+].[F-] (NH4F). Run in C(Cl)Cl (CH2Cl2). Reaction conditions: time 1.5 hour. The product is C(C(C)C)(=O)NC=1N=C(C=2N=CN([C@H]3C[C@H](OCN=[N+]=[N-])[C@@H](CO)O3)C2N1)OC(N(C1=CC=CC=C1)C1=CC=CC=C1)=O (N2-isobutyryl-O6-diphenylcarbamoyl-3′-O-azidomethyl-2′-deoxyguanosine). Isolated yield 36.0%. As a reaction SMILES: [C:1]([NH:6][C:7]1[N:8]=[C:9]([O:34][C:35](=[O:49])[N:36]([C:43]2[CH:48]=[CH:47][CH:46]=[CH:45][CH:44]=2)[C:37]2[CH:42]=[CH:41][CH:40]=[CH:39][CH:38]=2)[C:10]2[N:11]=[CH:12][N:13]([C:32]=2[N:33]=1)[C@@H:14]1[O:31][C@H:21]([CH2:22][O:23][Si](C(C)(C)C)(C)C)[C@@H:16]([O:17][CH2:18]SC)[CH2:15]1)(=[O:5])[CH:2]([CH3:4])[CH3:3].C1CCCCC=1.[N-:56]=[N+:57]=[N-:58].[Na+].[NH4+].[F-]>C(Cl)Cl>[C:1]([NH:6][C:7]1[N:8]=[C:9]([O:34][C:35](=[O:49])[N:36]([C:37]2[CH:42]=[CH:41][CH:40]=[CH:39][CH:38]=2)[C:43]2[CH:44]=[CH:45][CH:46]=[CH:47][CH:48]=2)[C:10]2[N:11]=[CH:12][N:13]([C:32]=2[N:33]=1)[C@@H:14]1[O:31][C@H:21]([CH2:22][OH:23])[C@@H:16]([O:17][CH2:18][N:56]=[N+:57]=[N-:58])[CH2:15]1)(=[O:5])[CH:2]([CH3:4])[CH3:3] |f:2.3,4.5|. Procedure: To 786 mg 12 (1.1 mmol) dissolved in 8 mL dry CH2Cl2 was treated with 0.56 mL cyclohexene and 180 μL SO2Cl2 (2.2 mmol) at 0° C. and stirred for 1.5 h at the same temperature. The solvent was then removed by rotary evaporation, and further dried under high vacuum for 10 minutes. The crude product was then dissolved in 5 mL dry DMF and reacted with 600 mg NaN3 (10 mmol) at 0° C. and stirred at room temperature for 3 h. Reaction mixture was then partitioned H2O/CH2Cl2, the combined organic extract ... Starting materials: CC(C)(C)O, ClCCl, N#CC(=O)c1ccccc1, O=S(=O)(O)O. Yields the product CC(C)(C)NC(=O)C(=O)c1ccccc1. Reaction SMILES: [C:11]([CH3:12])([CH3:13])([CH3:14])[OH:15].[CH2:21]([Cl:22])[Cl:23].[O:1]=[C:2]([C:3]#[N:4])[c:5]1[cH:6][cH:7][cH:8][cH:9][cH:10]1.[S:16]([OH:17])(=[O:18])(=[O:19])[OH:20]>>[O:1]=[C:2]([C:3]([NH:4][C:11]([CH3:12])([CH3:13])[CH3:14])=[O:17])[c:5]1[cH:6][cH:7][cH:8][cH:9][cH:10]1.